Dataset: the Open Reaction Database (ORD), a public repository of structured organic reaction records. Task: describe an organic reaction: reactants, conditions, products, and yield Reactants: COC(=O)Cc1c(F)cc2ncc(Br)cc2c1F, [Na+], [OH-]. Product: O=C(O)Cc1c(F)cc2ncc(Br)cc2c1F. Reaction SMILES: [CH3:1][O:2][C:3]([CH2:4][c:5]1[c:6]([F:17])[c:7]2[cH:8][c:9]([Br:16])[cH:10][n:11][c:12]2[cH:13][c:14]1[F:15])=[O:18].[Na+:20].[OH-:19]>>[O:2]=[C:3]([CH2:4][c:5]1[c:6]([F:17])[c:7]2[cH:8][c:9]([Br:16])[cH:10][n:11][c:12]2[cH:13][c:14]1[F:15])[OH:18]. The reactants are BrC=1C=C2C(=C(C(=NC2=CC1)C)C(C(F)(F)F)=O)C1=CC=C(C=C1)F (1-[6-Bromo-4-(4-fluoro-phenyl)-2-methyl-quinolin-3-yl]-2,2,2-trifluoro-ethanone), N1CCCC1 (pyrrolidine). Reaction conditions: time 16 hour. Product: FC(C(=O)C=1C(=NC2=CC=C(C=C2C1C1=CC=C(C=C1)F)N1CCCC1)C)(F)F (2,2,2-Trifluoro-1-[4-(4-fluoro-phenyl)-2-methyl-6-pyrrolidin-1-yl-quinolin-3-yl]-ethanone). Yield: 64.0%. RXN SMILES: Br[C:2]1[CH:3]=[C:4]2[C:9](=[CH:10][CH:11]=1)[N:8]=[C:7]([CH3:12])[C:6]([C:13](=[O:18])[C:14]([F:17])([F:16])[F:15])=[C:5]2[C:19]1[CH:24]=[CH:23][C:22]([F:25])=[CH:21][CH:20]=1.[NH:26]1[CH2:30][CH2:29][CH2:28][CH2:27]1>>[F:16][C:14]([F:17])([F:15])[C:13]([C:6]1[C:7]([CH3:12])=[N:8][C:9]2[C:4]([C:5]=1[C:19]1[CH:20]=[CH:21][C:22]([F:25])=[CH:23][CH:24]=1)=[CH:3][C:2]([N:26]1[CH2:30][CH2:29][CH2:28][CH2:27]1)=[CH:11][CH:10]=2)=[O:18]. Reported procedure: The title compound was prepared from 1-[6-Bromo-4-(4-fluoro-phenyl)-2-methyl-quinolin-3-yl]-2,2,2-trifluoro-ethanone [example 24] and pyrrolidine according to the procedure of example 25, except that the reaction time was of 16 h. Yield: 64%; MS: m/z=403 (M+H). Reactants: COc1ccccc1-n1c(=O)[nH]c2c(C(N)=O)nc(Nc3cccc(CO[Si](C)(C)C(C)(C)C)c3)nc21, CCOC(=O)c1nc(Nc2cccc(CO[Si](C)(C)C(C)(C)C)c2)nc2c1[nH]c(=O)n2-c1ccccc1OC, CO, N. Product: COc1ccccc1-n1c(=O)[nH]c2c(C(N)=O)nc(Nc3cccc(CO)c3)nc21. Reaction SMILES: [C:1]([Si:2]([CH3:3])([CH3:4])[O:6][CH2:7][c:8]1[cH:9][c:10]([NH:14][c:15]2[n:16][c:17]([C:33](=[O:34])[NH2:35])[c:18]3[nH:19][c:20](=[O:32])[n:21](-[c:24]4[c:25]([O:30][CH3:31])[cH:26][cH:27][cH:28][cH:29]4)[c:22]3[n:23]2)[cH:11][cH:12][cH:13]1)([CH3:5])([CH3:36])[CH3:37].[C:38]([Si:39]([CH3:40])([CH3:41])[O:42][CH2:43][c:44]1[cH:45][c:46]([NH:47][c:48]2[n:49][c:50]3[c:51]([nH:52][c:53](=[O:54])[n:55]3-[c:56]3[cH:57][cH:58][cH:59][cH:60][c:61]3[O:62][CH3:63])[c:64]([C:65]([O:66][CH2:67][CH3:68])=[O:69])[n:70]2)[cH:71][cH:72][cH:73]1)([CH3:74])([CH3:75])[CH3:76].[CH3:77][OH:78].[NH3:79]>>[OH:6][CH2:7][c:8]1[cH:9][c:10]([NH:14][c:15]2[n:16][c:17]([C:33](=[O:34])[NH2:35])[c:18]3[nH:19][c:20](=[O:32])[n:21](-[c:24]4[c:25]([O:30][CH3:31])[cH:26][cH:27][cH:28][cH:29]4)[c:22]3[n:23]2)[cH:11][cH:12][cH:13]1. Reactants: C(C)C1=NC=2C(=NC(=CC2C)C)N1CC1=CC=C(C=C1)[N+](=O)[O-] (2-ethyl-5,7-dimethyl-3-(4-nitrobenzyl)-3H-imidazo[4,5-b]pyridine), C(=O)[O-].[NH4+] (ammonium formate). Reagents/catalysts: [Pd] (palladium/carbon). The solvent is CO (methanol). Reaction conditions: time 40 minute. Yields the product NC1=CC=C(CN2C(=NC=3C2=NC(=CC3C)C)CC)C=C1 (3-(4-Aminobenzyl)-2-ethyl-5,7-dimethyl-3H-imidazo[4,5-b]pyridine). Yield: 81.2%. Reaction SMILES: [CH2:1]([C:3]1[N:13]([CH2:14][C:15]2[CH:20]=[CH:19][C:18]([N+:21]([O-])=O)=[CH:17][CH:16]=2)[C:6]2=[N:7][C:8]([CH3:12])=[CH:9][C:10]([CH3:11])=[C:5]2[N:4]=1)[CH3:2].C([O-])=O.[NH4+]>CO.[Pd]>[NH2:21][C:18]1[CH:19]=[CH:20][C:15]([CH2:14][N:13]2[C:6]3=[N:7][C:8]([CH3:12])=[CH:9][C:10]([CH3:11])=[C:5]3[N:4]=[C:3]2[CH2:1][CH3:2])=[CH:16][CH:17]=1 |f:1.2|. Procedure: 2-Ethyl-5,7-dimethyl-3-(4-nitrobenzyl)-3H-imidazo[4,5-b]pyridine (4.81 g, 15.5 mmol) obtained in Step 1 was dissolved in methanol (155 mL) and palladium/carbon (10%, wet, 1.65 g, 1.55 mmol) and ammonium formate (9.77 g, 155 mmol) were added to the solution, followed by stirring at room temperature for 40 minutes. The reaction mixture was filtered through Celite and the filtrate was concentrated under reduced pressure. Water was added to the residue and precipitated crystals were collected by fil... Reactants: C1(=CC=CC=C1)C(O)(C1=CC=CC=C1)C1=CC=CC=C1 (triphenylmethanol), SCC(=O)O (mercaptoacetic acid). Solvent: FC(C(=O)O)(F)F (trifluoracetic acid). Yields the product C(C1=CC=CC=C1)(C1=CC=CC=C1)(C1=CC=CC=C1)SCC(=O)O (S-Trityl Mercaptoacetic Acid). Yield: 94.4%. Reaction SMILES: [C:1]1([C:7]([C:15]2[CH:20]=[CH:19][CH:18]=[CH:17][CH:16]=2)([C:9]2[CH:14]=[CH:13][CH:12]=[CH:11][CH:10]=2)O)[CH:6]=[CH:5][CH:4]=[CH:3][CH:2]=1.[SH:21][CH2:22][C:23]([OH:25])=[O:24]>FC(F)(F)C(O)=O>[C:7]([S:21][CH2:22][C:23]([OH:25])=[O:24])([C:15]1[CH:20]=[CH:19][CH:18]=[CH:17][CH:16]=1)([C:9]1[CH:14]=[CH:13][CH:12]=[CH:11][CH:10]=1)[C:1]1[CH:6]=[CH:5][CH:4]=[CH:3][CH:2]=1. Procedure: This compound was synthesized by the condensation of triphenylmethanol (2.84 g, 10.8 mmoles) with mercaptoacetic acid (0.75 ml, 10.8 mmoles) in 19 ml trifluoracetic acid. The TFA was removed in vacuo, giving an orange oil, which was purified by dissolution in ether and extraction with 1 N NaOH. The aqueous phase was acidified with 6N HCl, and extracted with two 30 ml portions of ether. The ethereal phase was dried over MgSO4 and evaporated to give 3.41 g (93%) of a white solid. Reactants: CN(C)C=O, N#Cc1c(F)cccc1F, OCc1ccc(C(F)(F)F)cc1, [H-], [Na+]. The product is N#Cc1c(F)cccc1OCc1ccc(C(F)(F)F)cc1. RXN SMILES: [CH3:25][N:26]([CH3:27])[CH:28]=[O:29].[F:15][c:16]1[c:17]([C:18]#[N:19])[c:20]([F:24])[cH:21][cH:22][cH:23]1.[F:1][C:2]([c:3]1[cH:4][cH:5][c:6]([CH2:7][OH:8])[cH:9][cH:10]1)([F:11])[F:12].[H-:13].[Na+:14]>>[F:1][C:2]([c:3]1[cH:4][cH:5][c:6]([CH2:7][O:8][c:20]2[c:17]([C:18]#[N:19])[c:16]([F:15])[cH:23][cH:22][cH:21]2)[cH:9][cH:10]1)([F:11])[F:12]. Reagents/catalysts: [C].[Pd] (Palladium-carbon), [C].[Pd] (palladium-carbon). The product is C(C)(C)(C)OC(=O)N1CC(N(C(C1)C)C)C (3,4,5-Trimethylpiperazine-1-carboxylic acid tert-butyl ester), product. Run in CO (methanol), C(C)O (ethanol). Starting materials: C=O (formalin), Cl.C(C)O (HCl ethanol), resultant solution, C=O (formalin), Cl (HCl), C(C)(C)(C)OC(=O)N1CC(NC(C1)C)C (3,5-Dimethylpiperazine-1-carboxylic acid tert-butyl ester), [H][H] (hydrogen), [H][H] (hydrogen). Reported procedure: 3,5-Dimethylpiperazine-1-carboxylic acid tert-butyl ester (3.31 g) obtained from Referential Example 87 was dissolved in methanol (50 mL). To the resultant solution, 10% palladium-carbon (0.504 g), 35% aqueous formalin (1.85 mL), and 1M HCl in ethanol (15.4 mL) were added at room temperature, and the mixture was stirred in a hydrogen atmosphere for 19 hours. 10% Palladium-carbon (0.95 g), 35% aqueous formalin (1.8 mL), and 1M HCl-ethanol (15 mL) were added thereto, followed by stirring in a hydr... Isolated yield 65.0%. RXN SMILES: [C:1]([O:5][C:6]([N:8]1[CH2:13][CH:12]([CH3:14])[NH:11][CH:10]([CH3:15])[CH2:9]1)=[O:7])([CH3:4])([CH3:3])[CH3:2].C=O.Cl.[H][H].Cl.[CH2:22](O)C>CO.C(O)C.[C].[Pd]>[C:1]([O:5][C:6]([N:8]1[CH2:13][CH:12]([CH3:14])[N:11]([CH3:22])[CH:10]([CH3:15])[CH2:9]1)=[O:7])([CH3:4])([CH3:2])[CH3:3] |f:4.5,8.9|. The reactants are CO (methanol), compound, C(#N)C1=C(C=CC=C1)C1=CC=C(C=C1)OC=1C(=NC2=CC=CC=C2C1C(=O)O)CCC (3-[(2'-cyano[1,1'-biphenyl]-4-yl)oxy]-2-propyl-4-quinolinecarboxylic acid), C(CCC)[Sn](CCCC)(CCCC)N=[N+]=[N-] (tri-n-butyltin azide). The solvent is CC=1C=CC=CC1C (o-xylene). Reaction conditions: time 20 minute. Yields the product C(CC)C1=NC2=CC=CC=C2C(=C1OC1=CC=C(C=C1)C1=C(C=CC=C1)C=1N=NNN1)C(=O)O (2-Propyl-3-[[2'-(2H-tetrazol-5-yl)[1,1'-biphenyl]-4-yl]oxy]-4-quinolinecarboxylic acid). Isolated yield 253.3%. Reaction SMILES: [C:1]([C:3]1[CH:8]=[CH:7][CH:6]=[CH:5][C:4]=1[C:9]1[CH:14]=[CH:13][C:12]([O:15][C:16]2[C:17]([CH2:29][CH2:30][CH3:31])=[N:18][C:19]3[C:24]([C:25]=2[C:26]([OH:28])=[O:27])=[CH:23][CH:22]=[CH:21][CH:20]=3)=[CH:11][CH:10]=1)#[N:2].C([Sn]([N:45]=[N+:46]=[N-:47])(CCCC)CCCC)CCC.CO>CC1C=CC=CC=1C>[CH2:29]([C:17]1[C:16]([O:15][C:12]2[CH:11]=[CH:10][C:9]([C:4]3[CH:5]=[CH:6][CH:7]=[CH:8][C:3]=3[C:1]3[N:45]=[N:46][NH:47][N:2]=3)=[CH:14][CH:13]=2)=[C:25]([C:26]([OH:28])=[O:27])[C:24]2[C:19](=[CH:20][CH:21]=[CH:22][CH:23]=2)[N:18]=1)[CH2:30][CH3:31]. Reported procedure: A solution of the title E compound of Example 1, 3-[(2'-cyano[1,1'-biphenyl]-4-yl)oxy]-2-propyl-4-quinolinecarboxylic acid (3.9 g, 9.6 mmol) and tri-n-butyltin azide (9.6 g, 28.9 mmol) in o-xylene (3.9 mL) was heated to 108° C. for 48 hours. After cooling to room temperature, methanol (15 mL) was added and the dark brown solution was stirred for 20 minutes. The methanol was removed under vacuum, more methanol was added (15 mL), the reaction mixture was stirred briefly and concentrated again. The... RXN SMILES: O=S(Cl)[Cl:3].[CH3:5][O:6][C:7]1[CH:12]=[C:11]([CH2:13]O)[CH:10]=[CH:9][N:8]=1>C(Cl)(Cl)Cl>[CH3:5][O:6][C:7]1[CH:12]=[C:11]([CH2:13][Cl:3])[CH:10]=[CH:9][N:8]=1. Procedure: 1.57 ml (21.6 mmol) of SOCl2 are added dropwise, whilst cooling with ice and under a N2 atmosphere, to a solution of 1.5 g (10.8 mmol) of 2-methoxy-4-(hydroxymethyl)-pyridine [for preparation see J. Org. Chem. 54 (1989), 5580] in 13 ml of chloroform. After 16 h at RT, the mixture is concentrated by evaporation, water and 2N sodium hydroxide solution are added to the residue, and extraction immediately takes place 3 times with chloroform. The organic phases are washed with water and brine, dried ... Reaction conditions: time 16 hour. The solvent is C(Cl)(Cl)Cl (chloroform). Reactants: O=S(Cl)Cl (SOCl2), COC1=NC=CC(=C1)CO (2-methoxy-4-(hydroxymethyl)-pyridine). Product: COC1=NC=CC(=C1)CCl (2-methoxy-pyridin-4-yl-methylchloride).